This data is from the Open Reaction Database (ORD), a public repository of structured organic reaction records. The task is: describe an organic reaction: reactants, conditions, products, and yield Starting materials: ClN1C(CCC1=O)=O (N-chlorosuccinimide), O1CCN(CC1)C1=NC(=NC(=C1)N1CCOCC1)N1CCN(CC1)C1=CC=CC=C1 (4,6-dimorpholino-2-(4-phenylpiperazin-1-yl)pyrimidine), O (Water). The reagents and catalysts are C(C1=CC=CC=C1)(=O)OOC(C1=CC=CC=C1)=O (benzoyl peroxide). The solvent is C(Cl)(Cl)Cl (chloroform). Product: ClC=1C(=NC(=NC1N1CCOCC1)N1CCN(CC1)C1=CC=CC=C1)N1CCOCC1 (5-chloro-4,6-dimorpholino-2-(4-phenylpiperazin-1-yl)pyrimidine). Isolated yield 43.7%. RXN SMILES: [O:1]1[CH2:6][CH2:5][N:4]([C:7]2[CH:12]=[C:11]([N:13]3[CH2:18][CH2:17][O:16][CH2:15][CH2:14]3)[N:10]=[C:9]([N:19]3[CH2:24][CH2:23][N:22]([C:25]4[CH:30]=[CH:29][CH:28]=[CH:27][CH:26]=4)[CH2:21][CH2:20]3)[N:8]=2)[CH2:3][CH2:2]1.[Cl:31]N1C(=O)CCC1=O.O>C(Cl)(Cl)Cl.C(OOC(=O)C1C=CC=CC=1)(=O)C1C=CC=CC=1>[Cl:31][C:12]1[C:7]([N:4]2[CH2:5][CH2:6][O:1][CH2:2][CH2:3]2)=[N:8][C:9]([N:19]2[CH2:20][CH2:21][N:22]([C:25]3[CH:30]=[CH:29][CH:28]=[CH:27][CH:26]=3)[CH2:23][CH2:24]2)=[N:10][C:11]=1[N:13]1[CH2:18][CH2:17][O:16][CH2:15][CH2:14]1. Procedure: The synthesis method shall be explained concretely, and in order, below. 4,6-dimorpholino-2-(4-phenylpiperazin-1-yl)pyrimidine (300 mg, 0.73 mmol) was dissolved in chloroform solution (5 ml), benzoyl peroxide (0.3 mg, 0.0014 mmol) and N-chlorosuccinimide (117 mg, 0.87 mmol) was added, and refluxed under heating for 1 hour. Water was added, and extraction was done with dichloromethane. After washing the organic layer with saturated saline, drying was done with MgSO4, and the solvent was distilled...